This data is from the Open Reaction Database (ORD), a public repository of structured organic reaction records. The task is: describe an organic reaction: reactants, conditions, products, and yield Starting materials: COc1ccc(CSC2CC(C(=O)N3CC(NC(=O)OCc4ccc([N+](=O)[O-])cc4)C3)N(C)C2)cc1, COc1ccccc1, ClCCCl, O=C(O)C(F)(F)F. Product: CN1CC(S)CC1C(=O)N1CC(NC(=O)OCc2ccc([N+](=O)[O-])cc2)C1. Reaction SMILES: [CH3:1][O:2][c:3]1[cH:4][cH:5][c:6]([CH2:7][S:8][CH:9]2[CH2:10][CH:11]([C:15](=[O:16])[N:17]3[CH2:18][CH:19]([NH:21][C:22](=[O:23])[O:24][CH2:25][c:26]4[cH:27][cH:28][c:29]([N+:32](=[O:33])[O-:34])[cH:30][cH:31]4)[CH2:20]3)[N:12]([CH3:14])[CH2:13]2)[cH:35][cH:36]1.[CH3:48][O:49][c:50]1[cH:51][cH:52][cH:53][cH:54][cH:55]1.[Cl:44][CH2:45][CH2:46][Cl:47].[OH:37][C:38]([C:39]([F:40])([F:41])[F:42])=[O:43]>>[SH:8][CH:9]1[CH2:10][CH:11]([C:15](=[O:16])[N:17]2[CH2:18][CH:19]([NH:21][C:22](=[O:23])[O:24][CH2:25][c:26]3[cH:27][cH:28][c:29]([N+:32](=[O:33])[O-:34])[cH:30][cH:31]3)[CH2:20]2)[N:12]([CH3:14])[CH2:13]1. Reactants: ClC=1C=C(C(=O)C2=CC(=CC=C2)C(=O)O)C=CC1OC(C)=O (3-chloro-4-acetoxy-3'-carboxybenzophenone), ClC1=C(C=CC=C1)O (o-chlorophenol). Yields the product CC=1C=C(C(=O)C2=CC(=CC=C2)C(=O)O)C=CC1OC(C)=O (3-Methyl-4-Acetoxy-3'-Carboxybenzophenone). Reaction SMILES: Cl[C:2]1[CH:3]=[C:4]([CH:16]=[CH:17][C:18]=1[O:19][C:20](=[O:22])[CH3:21])[C:5]([C:7]1[CH:12]=[CH:11][CH:10]=[C:9]([C:13]([OH:15])=[O:14])[CH:8]=1)=[O:6].Cl[C:24]1C=CC=CC=1O>>[CH3:24][C:2]1[CH:3]=[C:4]([CH:16]=[CH:17][C:18]=1[O:19][C:20](=[O:22])[CH3:21])[C:5]([C:7]1[CH:12]=[CH:11][CH:10]=[C:9]([C:13]([OH:15])=[O:14])[CH:8]=1)=[O:6]. Procedure details: The 3-chloro-4-acetoxy-3'-carboxybenzophenone may be obtained by similar reactions using o-chlorophenol in place of o-cresol. Reported procedure: 4-Bromo-4′-methoxy-1,1′-biphenyl (1.95 g) was dissolved in THF (40 ml) and the mixture was cooled to −78° C. A solution (1.6 M; 5.5 ml) of n-butyllithium in hexane was added dropwise, and the mixture was stirred at −78° C. for 1 h. Then, a solution (10 ml) of 1-(1H-imidazol-4-yl)-2-methyl-1-propanone (335 mg) in THF was slowly added dropwise. The reaction mixture was heated from −78° C. to room temperature and saturated aqueous ammonium chloride solution was added to the reaction mixture. The mi... Product: N1C=NC(=C1)C(C(C)C)(O)C1=CC=C(C=C1)C1=CC=C(C=C1)OC (1-(1H-imidazol-4-yl)-1-(4′-methoxy-[1,1′-biphenyl]-4-yl)-2-methyl-1-propanol). Reactants: C(CCC)[Li] (n-butyllithium), N1C=NC(=C1)C(C(C)C)=O (1-(1H-imidazol-4-yl)-2-methyl-1-propanone), [Cl-].[NH4+] (ammonium chloride), BrC1=CC=C(C=C1)C1=CC=C(C=C1)OC (4-Bromo-4′-methoxy-1,1′-biphenyl). Conditions: temperature -78 celsius, time 1 hour. As a reaction SMILES: Br[C:2]1[CH:7]=[CH:6][C:5]([C:8]2[CH:13]=[CH:12][C:11]([O:14][CH3:15])=[CH:10][CH:9]=2)=[CH:4][CH:3]=1.C([Li])CCC.[NH:21]1[CH:25]=[C:24]([C:26](=[O:30])[CH:27]([CH3:29])[CH3:28])[N:23]=[CH:22]1.[Cl-].[NH4+]>C1COCC1.CCCCCC>[NH:21]1[CH:25]=[C:24]([C:26]([C:2]2[CH:7]=[CH:6][C:5]([C:8]3[CH:13]=[CH:12][C:11]([O:14][CH3:15])=[CH:10][CH:9]=3)=[CH:4][CH:3]=2)([OH:30])[CH:27]([CH3:29])[CH3:28])[N:23]=[CH:22]1 |f:3.4|. Isolated yield 41.2%. Run in CCCCCC (hexane), C1CCOC1 (THF), C1CCOC1 (THF). Starting materials: CC1=CC=C(C=C1)C=1OC2=C(N1)C=CC(=C2)OC (2-(4'-methylphenyl)-6-methoxybenzoxazol), CC1=CC=C(C=C1)C=1OC2=C(N1)C=C(C=C2)OC (2-(4'-methylphenyl)-5-methoxybenzoxazol), ( 17 ). RXN SMILES: [CH3:1][C:2]1[CH:7]=[CH:6][C:5]([C:8]2OC3C=CC(OC)=CC=3N=2)=[CH:4][CH:3]=1.[CH3:19][C:20]1[CH:25]=[CH:24][C:23](C2OC3C=C(OC)C=CC=3N=2)=[CH:22][CH:21]=1>>[C:8]1([C:5]2[CH:4]=[CH:3][C:2]([CH:1]=[CH:19][C:20]3[CH:21]=[CH:22][CH:23]=[CH:24][CH:25]=3)=[CH:7][CH:6]=2)[CH:6]=[CH:7][CH:2]=[CH:3][CH:4]=1. Yields the product C1(=CC=CC=C1)C1=CC=C(C=CC2=CC=CC=C2)C=C1 (4'-phenylstilbene), ( 11 ). Reported procedure: In place of the 2-(4'-methylphenyl)-5-methoxybenzoxazol of formula (17), the 2-(4'-methylphenyl)-6-methoxybenzoxazol of formula ##STR19## can be employed to yield the 4-(6"-methoxybenzoxazolyl-2")-4'-phenylstilbene of formula (11), which is obtained in comparably good yield and can be purified as given in the foregoing. The reactants are N#Cc1cc(S(N)(=O)=O)ccc1F, CCOC(C)=O, CCN(C(C)C)C(C)C, NCC1CCOCC1, C1CCOC1. Yields the product N#Cc1cc(S(N)(=O)=O)ccc1NCC1CCOCC1. RXN SMILES: [C:1](#[N:2])[c:3]1[cH:4][c:5]([S:10](=[O:11])(=[O:12])[NH2:13])[cH:6][cH:7][c:8]1[F:9].[CH3:36][CH2:37][O:38][C:39](=[O:40])[CH3:41].[CH:22]([N:23]([CH2:24][CH3:25])[CH:26]([CH3:27])[CH3:28])([CH3:29])[CH3:30].[O:14]1[CH2:15][CH2:16][CH:17]([CH2:20][NH2:21])[CH2:18][CH2:19]1.[O:31]1[CH2:32][CH2:33][CH2:34][CH2:35]1>>[C:1](#[N:2])[c:3]1[cH:4][c:5]([S:10](=[O:11])(=[O:12])[NH2:13])[cH:6][cH:7][c:8]1[NH:21][CH2:20][CH:17]1[CH2:16][CH2:15][O:14][CH2:19][CH2:18]1. The reactants are BrC1=C(C=O)C(=CC(=C1)C)Br (2,6-Dibromo-4-methylbenzaldehyde), Cl.FC1=C(C=CC=C1)NN ((2-fluorophenyl)hydrazine hydrochloride), C(C)(=O)[O-].[Na+] (sodium acetate). Run in CO (methanol). Product: FC1=C(C=CC=C1)NN=CC1=C(C=C(C=C1Br)C)Br (2,6-Dibromo-4-methylbenzaldehyde (2-fluorophenyl)hydrazone). Reaction SMILES: [Br:1][C:2]1[CH:9]=[C:8]([CH3:10])[CH:7]=[C:6]([Br:11])[C:3]=1[CH:4]=O.Cl.[F:13][C:14]1[CH:19]=[CH:18][CH:17]=[CH:16][C:15]=1[NH:20][NH2:21].C([O-])(=O)C.[Na+]>CO>[F:13][C:14]1[CH:19]=[CH:18][CH:17]=[CH:16][C:15]=1[NH:20][N:21]=[CH:4][C:3]1[C:2]([Br:1])=[CH:9][C:8]([CH3:10])=[CH:7][C:6]=1[Br:11] |f:1.2,3.4|. Procedure details: 2,6-Dibromo-4-methylbenzaldehyde (600 g, 2.16 mmol), (2-fluorophenyl)hydrazine hydrochloride (351 mg, 2.16 mmol) and sodium acetate (180 mg, 2.19 mmol) were heated in methanol (15 mL) under reflux for 2 hours. The methanol was evaporated and the residue partitioned between dichloromethane (30 mL) and aqueous brine (30 mL). The organic phase was separated, combined with additional dichloromethane extracts (2×15 mL), washed with aqueous sodium bicarbonate (2×15 mL), passed through a hydrophobic fr... The reactants are NC1=CC=CC=C1 (Aniline), FC1=C(C#N)C(=CC=C1)F (2,6-difluorobenzonitrile). Solvent: CS(=O)C (dimethyl sulfoxide), CS(=O)C (dimethyl sulfoxide). Product: FC1=C(C#N)C(=CC=C1)NC1=CC=CC=C1 (2-Fluoro-6-(phenylamino)benzonitrile). Reaction SMILES: [NH2:1][C:2]1[CH:7]=[CH:6][CH:5]=[CH:4][CH:3]=1.F[C:9]1[CH:16]=[CH:15][CH:14]=[C:13]([F:17])[C:10]=1[C:11]#[N:12]>CS(C)=O>[F:17][C:13]1[CH:14]=[CH:15][CH:16]=[C:9]([NH:1][C:2]2[CH:7]=[CH:6][CH:5]=[CH:4][CH:3]=2)[C:10]=1[C:11]#[N:12]. Reported procedure: Aniline (4.66 g, 50 mmol) was dissolved in dimethyl sulfoxide (20 mL) and stirred under argon at room temperature. Sodium hydride, dry, 95% (1.51 g, 60 mmol) was added in portions and a deep purple color developed while the mixture was stirred at room temperature for 1 hour. The mixture was cooled to 0° C. in an ice bath and 2,6-difluorobenzonitrile (7.15 g, 50 mmol) dissolved in dimethyl sulfoxide (5 mL) was added and the mixture stirred at room temperature for 1.5 hours. The reaction mixture w... Starting materials: O=C([O-])O, CC(C)=O, Cn1nnnc1SCC1=C(C(=O)O)N2C(=O)C(N)C2SC1, [Na+], O, O=S(Cl)Cl, O=C(O)CC1=CSCCS1, c1ccccc1. Product: Cn1nnnc1SCC1=C(C(=O)O)N2C(=O)C(NC(=O)CC3=CSCCS3)C2SC1. As a reaction SMILES: [C:36](=[O:37])([OH:38])[O-:39].[CH3:47][C:48](=[O:49])[CH3:50].[NH2:15][CH:16]1[CH:17]2[S:18][CH2:19][C:20]([CH2:28][S:29][c:30]3[n:31][n:32][n:33][n:34]3[CH3:35])=[C:21]([C:25](=[O:26])[OH:27])[N:22]2[C:23]1=[O:24].[Na+:40].[OH2:51].[S:1]([Cl:2])([Cl:3])=[O:4].[S:5]1[C:6]([CH2:11][C:12](=[O:13])[OH:14])=[CH:7][S:8][CH2:9][CH2:10]1.[cH:41]1[cH:42][cH:43][cH:44][cH:45][cH:46]1>>[S:5]1[C:6]([CH2:11][C:12](=[O:14])[NH:15][CH:16]2[CH:17]3[S:18][CH2:19][C:20]([CH2:28][S:29][c:30]4[n:31][n:32][n:33][n:34]4[CH3:35])=[C:21]([C:25](=[O:26])[OH:27])[N:22]3[C:23]2=[O:24])=[CH:7][S:8][CH2:9][CH2:10]1. Reactants: CN1C(CC[C@@]2(C3=C(CC[C@@H]12)C=C(C=C3)Br)C)=O ((+)-(4aR)-(10bR)-4-methyl-8-bromo-10b-methyl-1,2,3,4,4a,5,6,10b-octahydrobenzo[f]quinolin-3-one), C1=C(C=CC2=CC=CC=C12)B(O)O (2-naphthylboronic acid), C([O-])([O-])=O.[Na+].[Na+] (sodium carbonate), C1CCOC1 (THF). Reagents/catalysts: [Pd].C1(=CC=CC=C1)P(C1=CC=CC=C1)C1=CC=CC=C1.C1(=CC=CC=C1)P(C1=CC=CC=C1)C1=CC=CC=C1.C1(=CC=CC=C1)P(C1=CC=CC=C1)C1=CC=CC=C1.C1(=CC=CC=C1)P(C1=CC=CC=C1)C1=CC=CC=C1 (tetrakis (triphenylphosphine) palladium (0)). The solvent is C(Cl)(Cl)Cl (chloroform). Yields the product CN1C(CC[C@@]2(C3=C(CC[C@@H]12)C=C(C=C3)C3=CC1=CC=CC=C1C=C3)C)=O ((+)-(4aR)-(10bR)-4-methyl-8-(2-naphthyl)-10b-methyl1,2,3,4,4a, 5,6,10b-octahydrobenzo[f ]quinolin-3-one). Isolated yield 54.5%. As a reaction SMILES: [CH3:1][N:2]1[C@H:11]2[C@@:6]([CH3:17])([C:7]3[CH:15]=[CH:14][C:13](Br)=[CH:12][C:8]=3[CH2:9][CH2:10]2)[CH2:5][CH2:4][C:3]1=[O:18].[CH:19]1[C:28]2[C:23](=[CH:24][CH:25]=[CH:26][CH:27]=2)[CH:22]=[CH:21][C:20]=1B(O)O.C(=O)([O-])[O-].[Na+].[Na+].C1COCC1>C(Cl)(Cl)Cl.[Pd].C1(P(C2C=CC=CC=2)C2C=CC=CC=2)C=CC=CC=1.C1(P(C2C=CC=CC=2)C2C=CC=CC=2)C=CC=CC=1.C1(P(C2C=CC=CC=2)C2C=CC=CC=2)C=CC=CC=1.C1(P(C2C=CC=CC=2)C2C=CC=CC=2)C=CC=CC=1>[CH3:1][N:2]1[C@H:11]2[C@@:6]([CH3:17])([C:7]3[CH:15]=[CH:14][C:13]([C:21]4[CH:20]=[CH:19][C:28]5[C:23](=[CH:24][CH:25]=[CH:26][CH:27]=5)[CH:22]=4)=[CH:12][C:8]=3[CH2:9][CH2:10]2)[CH2:5][CH2:4][C:3]1=[O:18] |f:2.3.4,7.8.9.10.11|. Procedure: A 15 mL round bottom flask was charged with (+)-(4aR)-(10bR)-4-methyl-8-bromo-10b-methyl-1,2,3,4,4a,5,6,10b-octahydrobenzo[f]quinolin-3-one (200 mg, 0.65 mmol), tetrakis (triphenylphosphine) palladium (0) (23 mg, 0.02 mmol), 2-naphthylboronic acid (168 mg, 0.98 mmol) ,0.65 mL of 2M sodium carbonate solution and 2 mL of THF, fitted with a reflux condenser, and the stirred mixture was heated at 80° for 16 h. The mixture was cooled, diluted with chloroform (75 mL) and washed with brine (2×25 mL). T... Starting materials: FC=1C=C(CN2CCN(CC2)C)C=C(C1)[N+](=O)[O-] (1-(3-fluoro-5-nitrobenzyl)-4-methylpiperazine). The reagents and catalysts are [Pd] (Pd—C). Solvent: CO (MeOH). Yields the product FC=1C=C(N)C=C(C1)CN1CCN(CC1)C (3-fluoro-5-((4-methylpiperazin-1-yl)methyl)aniline). The yield is 100.0%. As a reaction SMILES: [F:1][C:2]1[CH:3]=[C:4]([CH:13]=[C:14]([N+:16]([O-])=O)[CH:15]=1)[CH2:5][N:6]1[CH2:11][CH2:10][N:9]([CH3:12])[CH2:8][CH2:7]1>CO.[Pd]>[F:1][C:2]1[CH:15]=[C:14]([CH:13]=[C:4]([CH2:5][N:6]2[CH2:11][CH2:10][N:9]([CH3:12])[CH2:8][CH2:7]2)[CH:3]=1)[NH2:16]. Procedure: A solution of 1-(3-fluoro-5-nitrobenzyl)-4-methylpiperazine (0.15 g, 0.592 mmol) in MeOH (5 mL) was treated with 10% Pd—C (dry) (0.063 g, 0.059 mmol) and hydrogenated (1 atm) for 3 h. The solids were removed via filtration, rinsed with MeOH and the filtrate concentrated to dryness to afford 3-fluoro-5-((4-methylpiperazin-1-yl)methyl)aniline (100% yield assumed). MS (ESI) m/z: 224.1 [M+H]+.